This data is from the Open Reaction Database (ORD), a public repository of structured organic reaction records. The task is: describe an organic reaction: reactants, conditions, products, and yield The reactants are NC1=NC(=CC=C1[N+](=O)[O-])Cl (2-amino-6-chloro-3-nitropyridine), FC1=CC=C(C=C1)C1(OCCO1)CCCN1CCNCC1 (1-(3-[2-(4-fluorophenyl)-1,3-dioxolan-2-yl]-propyl)piperazine), C([O-])([O-])=O.[K+].[K+] (potassium carbonate). Run in C(CC)O (n-propanol). Product: C1COC(CCCN2CCN(CC2)C2=CC=C(C(=N2)N)[N+](=O)[O-])(C2=CC=C(C=C2)F)O1 (1-(4-Fluorophenyl)-4-[4-(2-amino-3-nitro-pyridin-6-yl)-1-piperazinyl]-1-butanone ethylene ketal). As a reaction SMILES: [NH2:1][C:2]1[C:7]([N+:8]([O-:10])=[O:9])=[CH:6][CH:5]=[C:4](Cl)[N:3]=1.[F:12][C:13]1[CH:18]=[CH:17][C:16]([C:19]2([CH2:24][CH2:25][CH2:26][N:27]3[CH2:32][CH2:31][NH:30][CH2:29][CH2:28]3)[O:23][CH2:22][CH2:21][O:20]2)=[CH:15][CH:14]=1.C(=O)([O-])[O-].[K+].[K+]>C(O)CC>[CH2:21]1[O:20][C:19]([C:16]2[CH:17]=[CH:18][C:13]([F:12])=[CH:14][CH:15]=2)([CH2:24][CH2:25][CH2:26][N:27]2[CH2:28][CH2:29][N:30]([C:4]3[N:3]=[C:2]([NH2:1])[C:7]([N+:8]([O-:10])=[O:9])=[CH:6][CH:5]=3)[CH2:31][CH2:32]2)[O:23][CH2:22]1 |f:2.3.4|. Procedure: 5.6 g 2-amino-6-chloro-3-nitropyridine, 10 g 1-(3-[2-(4-fluorophenyl)-1,3-dioxolan-2-yl]-propyl)piperazine, 5 g potassium carbonate and 100 ml n-propanol are refluxed 21/2 hours. After cooling the precipitate is filtered off. The filtrate is concentrated to ca. 10 ml and diluted with the same volume of diisopropyl ether. The resulting cristallisate is admixed with the above mentioned precipitate and partitioned between water and methylene chloride. The organic phase is filtered and evaporated to...